This data is from the Open Reaction Database (ORD), a public repository of structured organic reaction records. The task is: describe an organic reaction: reactants, conditions, products, and yield Reactants: FC1=CC(=C(CN2C=CC3=CC(=CC=C23)\C=C/2\C(NC(S2)=O)=O)C=C1)C(F)(F)F ((5Z)-5-({1-[4-fluoro-2-(trifluoromethyl)benzyl]-1H-indol-5-yl}methylidene)-2,4-dioxo-1,3-thiazolidine), Cl.CN(CCCCl)C (3-(dimethylamino)propyl chloride hydrochloride). Yields the product CN(CCCN1C(S\C(\C1=O)=C/C=1C=C2C=CN(C2=CC1)CC1=C(C=C(C=C1)F)C(F)(F)F)=O)C ((5Z)-3-[3-(Dimethylamino)propyl]-5-[(1-{[4-fluoro-2-(trifluoromethyl)phenyl]-methyl}-1H-indol-5-yl)methylidene]-1,3-thiazolidine-2,4-dione). Reaction SMILES: [F:1][C:2]1[CH:25]=[CH:24][C:5]([CH2:6][N:7]2[C:15]3[C:10](=[CH:11][C:12](/[CH:16]=[C:17]4/[C:18](=[O:23])[NH:19][C:20](=[O:22])[S:21]/4)=[CH:13][CH:14]=3)[CH:9]=[CH:8]2)=[C:4]([C:26]([F:29])([F:28])[F:27])[CH:3]=1.Cl.[CH3:31][N:32]([CH3:37])[CH2:33][CH2:34][CH2:35]Cl>>[CH3:31][N:32]([CH3:37])[CH2:33][CH2:34][CH2:35][N:19]1[C:18](=[O:23])/[C:17](=[CH:16]/[C:12]2[CH:11]=[C:10]3[C:15](=[CH:14][CH:13]=2)[N:7]([CH2:6][C:5]2[CH:24]=[CH:25][C:2]([F:1])=[CH:3][C:4]=2[C:26]([F:29])([F:27])[F:28])[CH:8]=[CH:9]3)/[S:21][C:20]1=[O:22] |f:1.2|. Procedure: (5Z)-3-[3-(Dimethylamino)propyl]-5-[(1-{[4-fluoro-2-(trifluoromethyl)phenyl]-methyl}-1H-indol-5-yl)methylidene]-1,3-thiazolidine-2,4-dione was prepared from [(5Z)-5-({1-[4-fluoro-2-(trifluoromethyl)benzyl]-1H-indol-5-yl}methylidene)-2,4-dioxo-1,3-thiazolidine (from Example 249) and 3-(dimethylamino)propyl chloride hydrochloride following General Procedure H. The reactants are C(C)(C)(C)OC(=O)NC1=C(C=CC=C1)B(O)O (2-(tert-Butoxycarbonylamino)benzeneboronic acid), COC([C@@H](NC(C1=C(C=CC=C1Cl)Cl)=O)CC1=CC=C(C=C1)Br)=O (N-(2,6-dichlorobenzoyl)-4-bromo-L-phenylalanine methyl ester). Yields the product COC([C@@H](NC(C1=C(C=CC=C1Cl)Cl)=O)CC1=CC=C(C=C1)C1=C(C=CC=C1)NC(=O)OC(C)(C)C)=O (N-(2,6-dichlorobenzoyl)-4-[2-(tert-butoxycarbonylamino)phenyl]-L-phenylalanine methyl ester). Isolated yield 73.5%. Reaction SMILES: [C:1]([O:5][C:6]([NH:8][C:9]1[CH:14]=[CH:13][CH:12]=[CH:11][C:10]=1B(O)O)=[O:7])([CH3:4])([CH3:3])[CH3:2].[CH3:18][O:19][C:20](=[O:41])[C@H:21]([CH2:33][C:34]1[CH:39]=[CH:38][C:37](Br)=[CH:36][CH:35]=1)[NH:22][C:23](=[O:32])[C:24]1[C:29]([Cl:30])=[CH:28][CH:27]=[CH:26][C:25]=1[Cl:31]>>[CH3:18][O:19][C:20](=[O:41])[C@H:21]([CH2:33][C:34]1[CH:35]=[CH:36][C:37]([C:10]2[CH:11]=[CH:12][CH:13]=[CH:14][C:9]=2[NH:8][C:6]([O:5][C:1]([CH3:4])([CH3:3])[CH3:2])=[O:7])=[CH:38][CH:39]=1)[NH:22][C:23](=[O:32])[C:24]1[C:25]([Cl:31])=[CH:26][CH:27]=[CH:28][C:29]=1[Cl:30]. Procedure details: 2-(tert-Butoxycarbonylamino)benzeneboronic acid (0.3 g) was coupled with N-(2,6-dichlorobenzoyl)-4-bromo-L-phenylalanine methyl ester (270 mg) by a similar procedure as described in Examples 15 to give 250 mg of N-(2,6-dichlorobenzoyl)-4-[2-(tert-butoxycarbonylamino)phenyl]-L-phenylalanine methyl ester. ESMS: m/z 543 (MH+).